Task: describe an organic reaction: reactants, conditions, products, and yield. Dataset: the Open Reaction Database (ORD), a public repository of structured organic reaction records The reactants are FC(C1=NN(C(=C1)C(F)(F)F)CC=1C=C(N(N1)C1=NC=CC=C1Cl)C(=O)O)(F)F (5-(3,5-bistrifluoromethylpyrazol-1-ylmethyl)-2-(3-chloropyridin-2-yl)-2H-pyrazole-3-carboxylic acid), N1=CC=CC=C1 (pyridine), CS(=O)(=O)Cl (methanesulphonyl chloride), NC1=C(C(=O)NC)C=C(C=C1C)Cl (2-amino-5-chloro-3,N-dimethylbenzamide), N1=CC=CC=C1 (pyridine), CS(=O)(=O)Cl (methanesulphonyl chloride). Run in C(C)#N (acetonitrile), C(C)#N (acetonitrile), C(C)#N (acetonitrile). Run at time 15 minute. Product: FC(C1=NN(C(=C1)C(F)(F)F)CC=1C=C(N(N1)C1=NC=CC=C1Cl)C=1OC(C2=C(N1)C(=CC(=C2)Cl)C)=O)(F)F (2-[5-(3,5-Bistrifluoromethylpyrazol-1-ylmethyl)-2-(3-chloropyridin-2-yl)-2H-pyrazol-3-yl]-6-chloro-8-methylbenzo[d][1,3]oxazin-4-one). RXN SMILES: CS(Cl)(=O)=O.[F:6][C:7]([F:34])([F:33])[C:8]1[CH:12]=[C:11]([C:13]([F:16])([F:15])[F:14])[N:10]([CH2:17][C:18]2[CH:19]=[C:20]([C:30](O)=[O:31])[N:21]([C:23]3[C:28]([Cl:29])=[CH:27][CH:26]=[CH:25][N:24]=3)[N:22]=2)[N:9]=1.N1C=CC=CC=1.[NH2:41][C:42]1[C:51]([CH3:52])=[CH:50][C:49]([Cl:53])=[CH:48][C:43]=1[C:44](NC)=[O:45]>C(#N)C>[F:34][C:7]([F:6])([F:33])[C:8]1[CH:12]=[C:11]([C:13]([F:16])([F:15])[F:14])[N:10]([CH2:17][C:18]2[CH:19]=[C:20]([C:30]3[O:31][C:44](=[O:45])[C:43]4[CH:48]=[C:49]([Cl:53])[CH:50]=[C:51]([CH3:52])[C:42]=4[N:41]=3)[N:21]([C:23]3[C:28]([Cl:29])=[CH:27][CH:26]=[CH:25][N:24]=3)[N:22]=2)[N:9]=1. Procedure: Under argon 0.12 ml (1.60 mmol) of methanesulphonyl chloride in 3 ml of acetonitrile are cooled to 0° C. and subsequently a solution of 540 mg (1.228 mmol) of 5-(3,5-bistrifluoromethylpyrazol-1-ylmethyl)-2-(3-chloropyridin-2-yl)-2H-pyrazole-3-carboxylic acid in 0.17 ml (2.09 mmol) of pyridine and 6 ml of acetonitrile is added dropwise. The mixture is stirred at this temperature for 15 minutes and then a solution of 228 mg (1.228 mmol) of 2-amino-5-chloro-3,N-dimethylbenzamide in 0.35 ml (4.30 mm...